Dataset: the Open Reaction Database (ORD), a public repository of structured organic reaction records. Task: describe an organic reaction: reactants, conditions, products, and yield Yield: 43.1%. Reported procedure: The title compound was prepared by following the procedure described for Example-108 using 2-[(2-chloro-6-fluorophenyl)amino]-7,7-dimethyl-7,8-dihydro-1H-furo[3,2-e]benzimidazole-5-carboxylic acid (Intermediate-15, 0.200 g, 0.533 mmol), thionyl chloride (2.0 mL), 6-(cyclopropylmethoxy)pyridin-3-amine (Intermediate-42, 0.132 g, 0.799 mmol), THF (5.0 mL), DIPEA (2 mL) and benzene (5 mL). The obtained crude product was purified by column chromatography on basic alumina eluting with 2.0% MeOH: DCM t... The reactants are ClC1=C(C(=CC=C1)F)NC=1NC2=C(N1)C=C(C1=C2CC(O1)(C)C)C(=O)O (2-[(2-chloro-6-fluorophenyl)amino]-7,7-dimethyl-7,8-dihydro-1H-furo[3,2-e]benzimidazole-5-carboxylic acid), CCN(C(C)C)C(C)C (DIPEA), S(=O)(Cl)Cl (thionyl chloride), C1(CC1)COC1=CC=C(C=N1)N (6-(cyclopropylmethoxy)pyridin-3-amine). Product: ClC1=C(C(=CC=C1)F)NC=1NC2=C(N1)C=C(C1=C2CC(O1)(C)C)C(=O)NC=1C=NC(=CC1)OCC1CC1 (2-[(2-Chloro-6-fluorophenyl)amino]-N-[6-(cyclopropylmethoxy)pyridin-3-yl]-7,7-dimethyl-7,8-dihydro-1H-furo[3,2-e]benzimidazole-5-carboxamide). RXN SMILES: [Cl:1][C:2]1[CH:7]=[CH:6][CH:5]=[C:4]([F:8])[C:3]=1[NH:9][C:10]1[NH:11][C:12]2[C:18]3[CH2:19][C:20]([CH3:23])([CH3:22])[O:21][C:17]=3[C:16]([C:24]([OH:26])=O)=[CH:15][C:13]=2[N:14]=1.S(Cl)(Cl)=O.[CH:31]1([CH2:34][O:35][C:36]2[N:41]=[CH:40][C:39]([NH2:42])=[CH:38][CH:37]=2)[CH2:33][CH2:32]1.CCN(C(C)C)C(C)C>C1C=CC=CC=1.C1COCC1>[Cl:1][C:2]1[CH:7]=[CH:6][CH:5]=[C:4]([F:8])[C:3]=1[NH:9][C:10]1[NH:11][C:12]2[C:18]3[CH2:19][C:20]([CH3:23])([CH3:22])[O:21][C:17]=3[C:16]([C:24]([NH:42][C:39]3[CH:40]=[N:41][C:36]([O:35][CH2:34][CH:31]4[CH2:32][CH2:33]4)=[CH:37][CH:38]=3)=[O:26])=[CH:15][C:13]=2[N:14]=1. Solvent: C1=CC=CC=C1 (benzene), C1CCOC1 (THF). Starting materials: C(#N)CCCCC1=CC=CC=2N1C=NC2 (5-(4-cyanobutyl)-imidazo[1,5-a]pyridine), [N-]=[N+]=[N-].[Na+] (sodium azide), [Cl-].[NH4+] (ammonium chloride), [Cl-].[Li+] (lithium chloride). Run in CN(C=O)C (dimethylformamide). Yields the product Cl.N1N=NN=C1CCCCC1=CC=CC=2N1C=NC2 (5-[4-(5-tetrazolyl)butyl]-imidazo[1,5-a]pyridine monohydrochloride). RXN SMILES: [C:1]([CH2:3][CH2:4][CH2:5][CH2:6][C:7]1[N:12]2[CH:13]=[N:14][CH:15]=[C:11]2[CH:10]=[CH:9][CH:8]=1)#[N:2].[N-:16]=[N+:17]=[N-:18].[Na+].[Cl-:20].[NH4+].[Cl-].[Li+]>CN(C)C=O>[ClH:20].[NH:16]1[C:1]([CH2:3][CH2:4][CH2:5][CH2:6][C:7]2[N:12]3[CH:13]=[N:14][CH:15]=[C:11]3[CH:10]=[CH:9][CH:8]=2)=[N:2][N:18]=[N:17]1 |f:1.2,3.4,5.6,8.9|. Procedure details: A mixture of 5-(4-cyanobutyl)-imidazo[1,5-a]pyridine (4.0 g), sodium azide (1.88 g), ammonium chloride (1.57 g) and lithium chloride (10 mole %) in 14 ml of dry dimethylformamide is heated at 125° for 17 hours. The reaction mixture is cooled, filtered and evaporated to a residual oil which is redissolved in 50 ml of water and extracted with ethyl acetate (50 ml). The aqueous phase is adjusted to pH=2 and extracted with ethyl acetate and then adjusted to pH=5. The resulting solid is collected by ... The reactants are O=S1CCN(c2nc(Cl)nc3c(NCc4ccccc4)ncnc23)CC1, NC1CCCCC1. The product is O=S1CCN(c2nc(NC3CCCCC3)nc3c(NCc4ccccc4)ncnc23)CC1. As a reaction SMILES: [CH2:1]([c:2]1[cH:3][cH:4][cH:5][cH:6][cH:7]1)[NH:8][c:9]1[n:10][cH:11][n:12][c:13]2[c:14]1[n:15][c:16]([Cl:26])[n:17][c:18]2[N:19]1[CH2:20][CH2:21][S:22](=[O:25])[CH2:23][CH2:24]1.[NH2:27][CH:28]1[CH2:29][CH2:30][CH2:31][CH2:32][CH2:33]1>>[CH2:1]([c:2]1[cH:3][cH:4][cH:5][cH:6][cH:7]1)[NH:8][c:9]1[n:10][cH:11][n:12][c:13]2[c:14]1[n:15][c:16]([NH:27][CH:28]1[CH2:29][CH2:30][CH2:31][CH2:32][CH2:33]1)[n:17][c:18]2[N:19]1[CH2:20][CH2:21][S:22](=[O:25])[CH2:23][CH2:24]1. The reactants are Cl (HCl), C(C)(C)(C)N(C(C(=O)OCC)=O)CCC#CC=1SC=CC1 (ethyl 2-(tert-butyl(4-(thiophen-2-yl)but-3-ynyl)amino)-2-oxoacetate), [OH-].[K+] (KOH). Run in O (water), O1CCOCC1 (dioxane), O (water). Reaction conditions: time 16 hour. The product is C(C)(C)(C)N(C(C(=O)O)=O)CCC#CC=1SC=CC1 (2-(tert-butyl(4-(thiophen-2-yl)but-3-ynyl)amino)-2-oxoacetic acid). RXN SMILES: [C:1]([N:5]([CH2:13][CH2:14][C:15]#[C:16][C:17]1[S:18][CH:19]=[CH:20][CH:21]=1)[C:6](=[O:12])[C:7]([O:9]CC)=[O:8])([CH3:4])([CH3:3])[CH3:2].[OH-].[K+].Cl>O1CCOCC1.O>[C:1]([N:5]([CH2:13][CH2:14][C:15]#[C:16][C:17]1[S:18][CH:19]=[CH:20][CH:21]=1)[C:6](=[O:12])[C:7]([OH:9])=[O:8])([CH3:4])([CH3:2])[CH3:3] |f:1.2|. Procedure: A solution of 100 mg of 1d in 1 ml of dioxane was mixed with a solution of 40 mg of KOH in 400 μl of water and stirred for 16 hr at RT. The mixture was diluted with 5 ml of water and acidified to pH3 with 0.5 N HCl. The product was extracted with ethyl acetate and the extracts were washed once with sat. NaCl, dried and concentrated, to provide 65 mg of essentially pure 1e as colorless oil; MS-ESI: [M+1] 280.16; NMR (CDCl3) δ 1.54 (s, 9, tertC4H9), 2.80 (m, 2, CH2), 4.10 (bm, 2, CH2), 6.94, 7.13,... The reactants are C(=C)N1C(CCC1)=O.C(=C)O (1-Vinyl Pyrrolidone Vinyl Alcohol), BrCC(=O)Br (bromoacetyl bromide). Run in CN(C=O)C (dimethyl formamide), CN(C)C=O (DMF). Run at time 1 hour. The product is C(=C)N1C(CCC1)=O.BrCC(=O)[O-] (1-vinyl pyrrolidone bromoacetate). Reaction SMILES: [CH:1]([N:3]1[CH2:7][CH2:6][CH2:5][C:4]1=[O:8])=[CH2:2].C([OH:11])=C.[Br:12][CH2:13][C:14](Br)=[O:15]>CN(C)C=O>[CH:1]([N:3]1[CH2:7][CH2:6][CH2:5][C:4]1=[O:8])=[CH2:2].[Br:12][CH2:13][C:14]([O-:15])=[O:11] |f:0.1,4.5|. Procedure: A solution containing 330 mg of 1-vinyl pyrrolidone/vinyl alcohol copolymer (VI) in 8 mL of dry dimethyl formamide was taken in a two-neck round-bottomed flask and connected to nitrogen. The other neck was capped with a septum stopper. The flask was cooled in an ice bath. To the flask 0.25 mL of bromoacetyl bromide dissolved in 2 mL of DMF was added dropwise with a syringe through the septum stopper. The reaction was allowed to proceed at room temperature for 1 hour in the dark. The precipitatio...